From a dataset of the Open Reaction Database (ORD), a public repository of structured organic reaction records. describe an organic reaction: reactants, conditions, products, and yield The reactants are S(=O)(Cl)Cl (Thionyl chloride), COC([C@@H](CC=1C(=C2C=NNC2=C(C1)Cl)CO)NC(=O)OCC1=CC=CC=C1)=O (2-(R)-benzyloxycarbonylamino-3-(7-chloro-4-hydroxymethyl-1H-indazol-5-yl)-propionic acid methyl ester). Run in ClCCl (dichloromethane). Run at time 1.5 hour. Product: COC([C@@H](CC=1C(=C2C=NNC2=C(C1)Cl)CCl)NC(=O)OCC1=CC=CC=C1)=O (2-(R)-Benzyloxycarbonylamino-3-(7-chloro-4-chloromethyl-1H-indazol-5-yl)-propionic acid methyl ester). The yield is 86.0%. RXN SMILES: S(Cl)([Cl:3])=O.[CH3:5][O:6][C:7](=[O:33])[C@H:8]([NH:22][C:23]([O:25][CH2:26][C:27]1[CH:32]=[CH:31][CH:30]=[CH:29][CH:28]=1)=[O:24])[CH2:9][C:10]1[C:11]([CH2:20]O)=[C:12]2[C:16](=[C:17]([Cl:19])[CH:18]=1)[NH:15][N:14]=[CH:13]2>ClCCl>[CH3:5][O:6][C:7](=[O:33])[C@H:8]([NH:22][C:23]([O:25][CH2:26][C:27]1[CH:32]=[CH:31][CH:30]=[CH:29][CH:28]=1)=[O:24])[CH2:9][C:10]1[C:11]([CH2:20][Cl:3])=[C:12]2[C:16](=[C:17]([Cl:19])[CH:18]=1)[NH:15][N:14]=[CH:13]2. Procedure details: Thionyl chloride (2 mL) was added to a solution of 2-(R)-benzyloxycarbonylamino-3-(7-chloro-4-hydroxymethyl-1H-indazol-5-yl)-propionic acid methyl ester (245 mg, 0.59 mmol) in dichloromethane (3 mL). Mixture was stirred at room temperature for 1.5 hours. Mixture was concentrated. Residue was dissolved in dichloromethane (15 mL) then washed with saturated aqueous sodium bicarbonate (2×10 mL). Organic was dried (magnesium sulfate), filtered and concentrated. Title compound was obtained as an orang... Starting materials: CC(=O)SCCCN(C)C(=O)OC(C)(C)C, CCO, Cl, Cc1ccccc1. Product: CNCCCSC(C)=O, Cl. Reaction SMILES: [C:1]([CH3:2])([S:3][CH2:4][CH2:5][CH2:6][N:7]([CH3:8])[C:9]([O:10][C:11]([CH3:12])([CH3:13])[CH3:14])=[O:15])=[O:16].[CH2:25]([OH:26])[CH3:27].[ClH:17].[c:18]1([CH3:19])[cH:20][cH:21][cH:22][cH:23][cH:24]1>>[C:1]([CH3:2])([S:3][CH2:4][CH2:5][CH2:6][NH:7][CH3:8])=[O:16].[ClH:17]. The reactants are ClC(Cl)(Cl)Cl, Clc1cccc(-c2cccs2)c1, [Fe], ClSc1ccccc1. The product is Clc1cccc(-c2ccc(Sc3ccccc3)s2)c1. Reaction SMILES: [C:22]([Cl:23])([Cl:24])([Cl:25])[Cl:26].[Cl:1][c:2]1[cH:3][c:4](-[c:8]2[s:9][cH:10][cH:11][cH:12]2)[cH:5][cH:6][cH:7]1.[Fe:21].[c:13]1([S:19][Cl:20])[cH:14][cH:15][cH:16][cH:17][cH:18]1>>[Cl:1][c:2]1[cH:3][c:4](-[c:8]2[s:9][c:10]([S:19][c:13]3[cH:14][cH:15][cH:16][cH:17][cH:18]3)[cH:11][cH:12]2)[cH:5][cH:6][cH:7]1.